Dataset: the Open Reaction Database (ORD), a public repository of structured organic reaction records. Task: describe an organic reaction: reactants, conditions, products, and yield The reactants are C[Si](C)(C)[N-][Si](C)(C)C, CCOC(C)=O, Cl, CNc1nccc(-c2cccnc2Oc2ccc(NC(=O)c3cccnc3F)cc2)n1, [Li+], Nc1ccccc1, C1CCOC1, O, O. The product is CNc1nccc(-c2cccnc2Oc2ccc(NC(=O)c3cccnc3Nc3ccccc3)cc2)n1. Reaction SMILES: [CH3:45][Si:46]([N-:47][Si:48]([CH3:49])([CH3:50])[CH3:51])([CH3:52])[CH3:53].[CH3:55][CH2:56][O:57][C:58]([CH3:59])=[O:60].[ClH:44].[F:13][c:14]1[c:15]([C:16](=[O:17])[NH:18][c:19]2[cH:20][cH:21][c:22]([O:25][c:26]3[n:27][cH:28][cH:29][cH:30][c:31]3-[c:32]3[n:33][c:34]([NH:38][CH3:39])[n:35][cH:36][cH:37]3)[cH:23][cH:24]2)[cH:40][cH:41][cH:42][n:43]1.[Li+:54].[NH2:1][c:2]1[cH:3][cH:4][cH:5][cH:6][cH:7]1.[O:8]1[CH2:9][CH2:10][CH2:11][CH2:12]1.[OH2:61].[OH2:62]>>[NH:1]([c:2]1[cH:3][cH:4][cH:5][cH:6][cH:7]1)[c:14]1[c:15]([C:16](=[O:17])[NH:18][c:19]2[cH:20][cH:21][c:22]([O:25][c:26]3[n:27][cH:28][cH:29][cH:30][c:31]3-[c:32]3[n:33][c:34]([NH:38][CH3:39])[n:35][cH:36][cH:37]3)[cH:23][cH:24]2)[cH:40][cH:41][cH:42][n:43]1.